This data is from the Open Reaction Database (ORD), a public repository of structured organic reaction records. The task is: describe an organic reaction: reactants, conditions, products, and yield Starting materials: ClC1=C(C=C(C=C1)F)[N+](=O)[O-] (1-chloro-4-fluoro-2-nitrobenzene), CC1(OB(OC1(C)C)C(=C)C)C (4,4,5,5-tetramethyl-2-(prop-1-en-2-yl)-1,3,2-dioxaborolane), C([O-])([O-])=O.[Na+].[Na+] (sodium carbonate), O1CCOCC1 (dioxane). Reagents/catalysts: C1=CC=C(C=C1)P(C2=CC=CC=C2)C3=CC=CC=C3.C1=CC=C(C=C1)P(C2=CC=CC=C2)C3=CC=CC=C3.Cl[Pd]Cl (bis(triphenylphosphine)palladium(II)chloride). The solvent is O (water). Conditions: temperature 80 celsius. Yields the product FC1=CC(=C(C=C1)C(=C)C)[N+](=O)[O-] (4-fluoro-2-nitro-1-(prop-1-en-2-yl)benzene). Yield: 78.7%. Reaction SMILES: Cl[C:2]1[CH:7]=[CH:6][C:5]([F:8])=[CH:4][C:3]=1[N+:9]([O-:11])=[O:10].C(=O)([O-])[O-].[Na+].[Na+].O1CCOCC1.[CH3:24][C:25]1(C)[C:29](C)(C)OB(C(C)=C)O1>C1C=CC(P(C2C=CC=CC=2)C2C=CC=CC=2)=CC=1.C1C=CC(P(C2C=CC=CC=2)C2C=CC=CC=2)=CC=1.Cl[Pd]Cl.O>[F:8][C:5]1[CH:6]=[CH:7][C:2]([C:25]([CH3:29])=[CH2:24])=[C:3]([N+:9]([O-:11])=[O:10])[CH:4]=1 |f:1.2.3,6.7.8|. Procedure details: To 1-chloro-4-fluoro-2-nitrobenzene (1.03 g, 5.87 mmol) in a 100 mL round-bottomed flask equipped with a stir bar and nitrogen was added sodium carbonate (0.746 g, 7.04 mmol), dioxane (23.47 ml) and water (5.87 ml). To this was added 4,4,5,5-tetramethyl-2-(prop-1-en-2-yl)-1,3,2-dioxaborolane (1.323 ml, 7.04 mmol) followed by bis(triphenylphosphine)palladium(II)chloride (0.329 g, 0.469 mmol). The reaction mixture was evacuated and backfilled with nitrogen (3×). The reaction was heated to 80° C. o...